Dataset: the Open Reaction Database (ORD), a public repository of structured organic reaction records. Task: describe an organic reaction: reactants, conditions, products, and yield Starting materials: ClC1=C(C=CC(=C1)C1=NN(C=C1)C)C(=O)C1=CC=CC=2NCC3=C(NC21)N=CC=C3 ([2-chloro-4-(1-methyl-1H-pyrazol-3-yl)-phenyl]-(5,11-dihydro-pyrido[2,3-b][1,5]benzodiazepin-10-yl)-methanone), CCCCCC (hexane), [H-].[Na+] (sodium hydride), CI (methyl iodide). Run in O1CCCC1 (tetrahydrofuran), O1CCCC1 (tetrahydrofuran). Reaction conditions: time 2 hour. Product: ClC1=C(C=CC(=C1)C1=NN(C=C1)C)C(=O)C1=CC=CC=2NC(C3=C(NC21)N=CC=C3)C ([2-Chloro-4-(1-methyl-1H-pyrazol-3-yl)-phenyl]-(5-methyl-5,11-dihydro-pyrido[2,3-b][1,5]benzodiazepin-10-yl)-methanone). Isolated yield 47.0%. RXN SMILES: [Cl:1][C:2]1[CH:7]=[C:6]([C:8]2[CH:12]=[CH:11][N:10]([CH3:13])[N:9]=2)[CH:5]=[CH:4][C:3]=1[C:14]([C:16]1[C:26]2[NH:25][C:24]3[N:27]=[CH:28][CH:29]=[CH:30][C:23]=3[CH2:22][NH:21][C:20]=2[CH:19]=[CH:18][CH:17]=1)=[O:15].[CH3:31]CCCCC.[H-].[Na+].CI>O1CCCC1>[Cl:1][C:2]1[CH:7]=[C:6]([C:8]2[CH:12]=[CH:11][N:10]([CH3:13])[N:9]=2)[CH:5]=[CH:4][C:3]=1[C:14]([C:16]1[C:26]2[NH:25][C:24]3[N:27]=[CH:28][CH:29]=[CH:30][C:23]=3[CH:22]([CH3:31])[NH:21][C:20]=2[CH:19]=[CH:18][CH:17]=1)=[O:15] |f:2.3|. Procedure details: Under anhydrous conditions, a solution of [2-chloro-4-(1-methyl-1H-pyrazol-3-yl)-phenyl]-(5,11-dihydro-pyrido[2,3-b][1,5]benzodiazepin-10-yl)-methanone of Example 19 (0.382 g, 0.92 mmol) in 10 mL of tetrahydrofuran was added dropwise to a stirred slurry of hexane washed sodium hydride (0.025 g, 1.02 mmol) in 2 mL of tetrahydrofuran. After the gas evolution ceased, methyl iodide (1 mL) was added and stirring was continued for 2 hours. The reaction mixture was partitioned between ethyl acetate and...